describe an organic reaction: reactants, conditions, products, and yield From a dataset of the Open Reaction Database (ORD), a public repository of structured organic reaction records. Starting materials: CC(C)C[Al+]CC(C)C, CCOC(C)=O, Cc1ccccc1, Cc1ccc(F)cc1C(C)(C)C#N, [H-]. The product is Cc1ccc(F)cc1C(C)(C)C=O. RXN SMILES: [CH2:15]([Al+:16][CH2:17][CH:18]([CH3:19])[CH3:20])[CH:21]([CH3:22])[CH3:23].[CH3:24][CH2:25][O:26][C:27](=[O:28])[CH3:29].[CH3:30][c:31]1[cH:32][cH:33][cH:34][cH:35][cH:36]1.[F:1][c:2]1[cH:3][cH:4][c:5]([CH3:13])[c:6]([C:8]([C:9]#[N:10])([CH3:11])[CH3:12])[cH:7]1.[H-:14]>>[F:1][c:2]1[cH:3][cH:4][c:5]([CH3:13])[c:6]([C:8]([CH:9]=[O:26])([CH3:11])[CH3:12])[cH:7]1. Reactants: Clc1ccc(CBr)c(Cl)c1, O=Cc1ccc2[nH]ncc2c1. Yields the product O=Cc1ccc2c(cnn2Cc2ccc(Cl)cc2Cl)c1. As a reaction SMILES: [Br:12][CH2:13][c:14]1[c:15]([Cl:21])[cH:16][c:17]([Cl:20])[cH:18][cH:19]1.[nH:1]1[n:2][cH:3][c:4]2[cH:5][c:6]([CH:10]=[O:11])[cH:7][cH:8][c:9]12>>[n:1]1([CH2:13][c:14]2[c:15]([Cl:21])[cH:16][c:17]([Cl:20])[cH:18][cH:19]2)[n:2][cH:3][c:4]2[cH:5][c:6]([CH:10]=[O:11])[cH:7][cH:8][c:9]12. Starting materials: C(=O)(OC(C)(C)C)OC(=O)[O-] (tert-butyl dicarbonate), S(O)(O)(=O)=O (sulfuric acid), [OH-].[Na+] (Sodium hydroxide), C(O)CN (ethanol amine). The solvent is O1CCCC1 (tetrahydrofuran), [Cl-].[Na+].O (brine), O1CCCC1 (tetrahydrofuran). Yields the product OCCNC(OC(C)(C)C)=O (tert-butyl (2-hydroxyethyl)carbamate). The yield is 99.8%. As a reaction SMILES: [OH-].[Na+].[CH2:3]([CH2:5][NH2:6])[OH:4].[C:7](OC([O-])=O)([O:9][C:10]([CH3:13])([CH3:12])[CH3:11])=[O:8].S(=O)(=O)(O)O>O1CCCC1.[Cl-].[Na+].O>[OH:4][CH2:3][CH2:5][NH:6][C:7](=[O:8])[O:9][C:10]([CH3:13])([CH3:12])[CH3:11] |f:0.1,6.7.8|. Procedure: Sodium hydroxide (800 mL of 2M in water) was added to a solution of ethanol amine (100 6, 1.64 mole) in tetrahydrofuran (850 mL). The reaction mixture was placed in a 25° C. water bath and stirred rapidly. A solution of tert-butyl dicarbonate (358 g, 1.64 mole) in tetrahydrofuran (800 mL) was added dropwise over a period of 1 hour. The reaction mixture was stirred for a total of 4 hours at which time analysis by TLC indicated that all of the starting material had been consumed. The tetrahydrofur... Starting materials: N1(C=NC=C1)CCOC1=CC=C(C=C1)C1CC(C(=O)O1)=C=O (4-(4-(2-(1-imidazolyl)-ethoxy)phenyl)-carbonyl-γ-butyrolactone), O.NN (hydrazine hydrate), CCOCC (ether). Run in C(C)O (ethanol). Reaction conditions: time 16 hour. Product: OCC1CC(NN=C1C1=CC=C(C=C1)OCCN1C=NC=C1)=O (2,3,4,5-Tetrahydro-5-hydroxymethyl-6-(4-(2-(1-imidazolyl)-ethoxy)-phenyl)-pyridazin-3-one). RXN SMILES: [N:1]1([CH2:6][CH2:7][O:8][C:9]2[CH:14]=[CH:13][C:12]([CH:15]3OC(=O)[C:17](=[C:21]=[O:22])[CH2:16]3)=[CH:11][CH:10]=2)[CH:5]=[CH:4][N:3]=[CH:2]1.O.[NH2:24][NH2:25].CC[O:28][CH2:29]C>C(O)C>[OH:28][CH2:29][CH:16]1[C:15]([C:12]2[CH:11]=[CH:10][C:9]([O:8][CH2:7][CH2:6][N:1]3[CH:5]=[CH:4][N:3]=[CH:2]3)=[CH:14][CH:13]=2)=[N:25][NH:24][C:21](=[O:22])[CH2:17]1 |f:1.2|. Procedure details: 5.2 g (0.017 mol) of 4-(4-(2-(1-imidazolyl)-ethoxy)phenyl)-carbonyl-γ-butyrolactone and 1 ml (0.02 mol) of hydrazine hydrate are stirred in 30 ml of ethanol at room temperature for 1 hour and then at 60° C. for 16 hours. After the mixture has been cooled, 15 ml of ether are added and the precipitated product is filtered off with suction, washed with either and dried. Starting materials: C(C)(C)(C)OC(=O)N[C@H](C(=O)OC1CCCC1)C\C=C\C1=CC=C(C=C1)C=1SC(=C(C1)C(N)=O)NC(N)=O (cyclopentyl(2S,4E)-2-[(tert-butoxycarbonyl)amino]-5-{4-[4-carbamoyl-5-(carbamoylamino)-2-thienyl]phenyl}pent-4-enoate), [H][H] (Hydrogen). Reagents/catalysts: C1=CC=C(C=C1)P(C2=CC=CC=C2)C3=CC=CC=C3.C1=CC=C(C=C1)P(C2=CC=CC=C2)C3=CC=CC=C3.C1=CC=C(C=C1)P(C2=CC=CC=C2)C3=CC=CC=C3.[Cl-].[Rh] (Wilkinson's catalyst). Run in CC(C)O (IPA), CC(C)O (IPA), C1(=CC=CC=C1)C (toluene). Conditions: time 5 minute. The product is C(C)(C)(C)OC(=O)N[C@@H](CCCC1=CC=C(C=C1)C=1SC(=C(C1)C(N)=O)NC(N)=O)C(=O)OC1CCCC1 (Cyclopentyl N-(tert-butoxycarbonyl)-5-{4-[4-carbamoyl-5-(carbamoylamino)-2-thienyl]phenyl}-L-norvalinate). Yield: 36.0%. As a reaction SMILES: [H][H].[C:3]([O:7][C:8]([NH:10][C@@H:11]([CH2:20]/[CH:21]=[CH:22]/[C:23]1[CH:28]=[CH:27][C:26]([C:29]2[S:30][C:31]([NH:37][C:38](=[O:40])[NH2:39])=[C:32]([C:34](=[O:36])[NH2:35])[CH:33]=2)=[CH:25][CH:24]=1)[C:12]([O:14][CH:15]1[CH2:19][CH2:18][CH2:17][CH2:16]1)=[O:13])=[O:9])([CH3:6])([CH3:5])[CH3:4]>C1C=CC(P(C2C=CC=CC=2)C2C=CC=CC=2)=CC=1.C1C=CC(P(C2C=CC=CC=2)C2C=CC=CC=2)=CC=1.C1C=CC(P(C2C=CC=CC=2)C2C=CC=CC=2)=CC=1.[Cl-].[Rh].CC(O)C.C1(C)C=CC=CC=1>[C:3]([O:7][C:8]([NH:10][C@H:11]([C:12]([O:14][CH:15]1[CH2:16][CH2:17][CH2:18][CH2:19]1)=[O:13])[CH2:20][CH2:21][CH2:22][C:23]1[CH:24]=[CH:25][C:26]([C:29]2[S:30][C:31]([NH:37][C:38](=[O:40])[NH2:39])=[C:32]([C:34](=[O:36])[NH2:35])[CH:33]=2)=[CH:27][CH:28]=1)=[O:9])([CH3:6])([CH3:4])[CH3:5] |f:2.3.4.5.6|. Procedure: Hydrogen gas was bubbled through a suspension of Wilkinson's catalyst (767 mg, 0.829 mmol) in IPA (10 ml) and toluene (5 ml). After 5 minutes, a solution of cyclopentyl(2S,4E)-2-[(tert-butoxycarbonyl)amino]-5-{4-[4-carbamoyl-5-(carbamoylamino)-2-thienyl]phenyl}pent-4-enoate (300 mg, 0.553 mmol) in IPA (10 ml) was added. The mixture was kept under an atmosphere of hydrogen and placed in a preheated oil bath at 80° C. After 4 hrs the reaction was judged to be complete by LC-MS. The mixture was fil... The reactants are Cl (hydrochloric acid), CO (methanol), [OH-].[Li+] (lithium hydroxide), COC(C1=CC(=CC=C1)NC(=O)C1=NC(=CC=C1)COC1=C(C(=C(C=C1)C(C)=O)O)CCC)=O (3-{[6-(4-acetyl-3-hydroxy-2-propyl-phenoxymethyl)-pyridine-2-carbonyl]-amino}-benzoic acid methyl ester). The solvent is O1CCCC1 (tetrahydrofuran). Conditions: time 30 hour. Product: Cl.C(C)(=O)C1=C(C(=C(OCC2=NC(=CC=C2)C(NC2=CC(=CC=C2)C(=O)O)=O)C=C1)CCC)O (2-(4-acetyl-3-hydroxy-2-propyl-phenoxymethyl)-6-(3-carboxy-phenylcarbamoyl)-pyridine hydrochloride). Reaction SMILES: C[O:2][C:3](=[O:34])[C:4]1[CH:9]=[CH:8][CH:7]=[C:6]([NH:10][C:11]([C:13]2[CH:18]=[CH:17][CH:16]=[C:15]([CH2:19][O:20][C:21]3[CH:26]=[CH:25][C:24]([C:27](=[O:29])[CH3:28])=[C:23]([OH:30])[C:22]=3[CH2:31][CH2:32][CH3:33])[N:14]=2)=[O:12])[CH:5]=1.CO.[OH-].[Li+].[ClH:39]>O1CCCC1>[ClH:39].[C:27]([C:24]1[CH:25]=[CH:26][C:21]([O:20][CH2:19][C:15]2[CH:16]=[CH:17][CH:18]=[C:13]([C:11](=[O:12])[NH:10][C:6]3[CH:7]=[CH:8][CH:9]=[C:4]([C:3]([OH:34])=[O:2])[CH:5]=3)[N:14]=2)=[C:22]([CH2:31][CH2:32][CH3:33])[C:23]=1[OH:30])(=[O:29])[CH3:28] |f:2.3,6.7|. Reported procedure: Dissolve 3-{[6-(4-acetyl-3-hydroxy-2-propyl-phenoxymethyl)-pyridine-2-carbonyl]-amino}-benzoic acid methyl ester (700 mg, 1.51 mmol) in minimal amount of tetrahydrofuran (2 mL), add methanol (8 mL), and 2N aqueous lithium hydroxide solution (2.27 mL, 4.54 mmol) and stir 30 hours. Add 1N hydrochloric acid (50 mL), collect resultant white solid by filtration to yield the title compound (493 mg, 1.02 mmol): 1H NMR (DMSO-d6) δ 0.90 (t, 3H), 1.54 (m, 2H), 2.57 (s, 3H), 2.67 (m, 2H), 5.51 (s, 2H), 6.7... Starting materials: O[C@@H](C(C)NC(OC(C)(C)C)=O)C1=CC(=C(C=C1)SC)OC (t-Butyl (R)-1-hydroxy-1-(3-methoxy-4-(methylthio)phenyl)propan-2-ylcarbamate). The solvent is C(C)(=O)OCC (ethyl acetate). Conditions: temperature 60 celsius, time 2 hour. The product is N[C@@H]([C@H](O)C1=CC(=C(C=C1)SC)OC)C ((1R,2R)-2-amino-1-(3-methoxy-4-(methylthio)phenyl)propan-1-ol). As a reaction SMILES: [OH:1][C@H:2]([C:13]1[CH:18]=[CH:17][C:16]([S:19][CH3:20])=[C:15]([O:21][CH3:22])[CH:14]=1)[CH:3]([NH:5]C(=O)OC(C)(C)C)[CH3:4]>C(OCC)(=O)C>[NH2:5][C@H:3]([CH3:4])[C@@H:2]([C:13]1[CH:18]=[CH:17][C:16]([S:19][CH3:20])=[C:15]([O:21][CH3:22])[CH:14]=1)[OH:1]. Procedure details: t-Butyl (R)-1-hydroxy-1-(3-methoxy-4-(methylthio)phenyl)propan-2-ylcarbamate (308c, 44 μg, 130 μmol) was dissolved in a solution of HC in ethyl acetate (1M, 5 mL) and stirred at 60° C. for 2 h. The solvent was evaporated, and the diastereomers were separated by HPLC (XBridge column). The subtitle compound is the first eluted product, 17 mg (55%). Isolated yield 93.2%. The product is CC1=CC=C(C=C1)O (4-methylphenol), ClC1=C(C=CC(=C1)C)O (2-chloro-4-methylphenol). Reactants: ClCl (chlorine), CC1=CC=C(C=C1)O (4-methylphenol), [Al+3].[Cl-].[Cl-].[Cl-] (AlCl3), C1(=CC=CC=C1)SC1=CC=CC=C1 (diphenyl sulphide). Procedure: 100 parts by weight of 4-methylphenol were melted at ~35° C. and stirred. To this were added 1.5 parts by weight of AlCl3 and 0.95 part by weight of diphenyl sulphide. 74.6 parts by weight of gaseous chlorine were introduced uniformly in the course of 6 h, initially at 30°-31° C., later at 22°-25° C. After a short further stirring phase at approximately 25° C., 146.2 parts by weight of crude product were obtained of the GC composition 0.03% of 4-methylphenol and 93.20% of 2-chloro-4-methylphenol... As a reaction SMILES: [CH3:1][C:2]1[CH:7]=[CH:6][C:5]([OH:8])=[CH:4][CH:3]=1.[Al+3].[Cl-:10].[Cl-].[Cl-].C1(SC2C=CC=CC=2)C=CC=CC=1.ClCl>>[CH3:1][C:2]1[CH:7]=[CH:6][C:5]([OH:8])=[CH:4][CH:3]=1.[Cl:10][C:4]1[CH:3]=[C:2]([CH3:1])[CH:7]=[CH:6][C:5]=1[OH:8] |f:1.2.3.4|. The reactants are NC=1C=CC=C2CN(C(C12)=O)[C@H](CC(=O)N(C)C)C1=CC(=C(C=C1)OC)OCC ((3R)-3-(7-amino-1-oxoisoindolin-2-yl)-3-(3-ethoxy-4-methoxyphenyl)-N,N-dimethylpropanamide), C(C)(=O)Cl (acetyl chloride), C(O)([O-])=O.[Na+] (sodium hydrogen carbonate), C(C)(=O)OCC (ethyl acetate). Procedure details: A stirred mixture of (3R)-3-(7-amino-1-oxoisoindolin-2-yl)-3-(3-ethoxy-4-methoxyphenyl)-N,N-dimethylpropanamide (400 mg, 1 mmol) and acetyl chloride (0.1 mL, 1.4 mmol) in tetrahydrofuran (5 mL) was heated to reflux for 2 h. To the mixture was added 50% sodium hydrogen carbonate (40 mL) and ethyl acetate (50 mL). The organic layer was washed with sodium hydrogen carbonate (sat, 20 mL), brine (20 mL), and dried over magnesium sulfate. The solvent was removed in vacuo to give an oil. The oil was pu... Reaction SMILES: [NH2:1][C:2]1[CH:3]=[CH:4][CH:5]=[C:6]2[C:10]=1[C:9](=[O:11])[N:8]([C@@H:12]([C:19]1[CH:24]=[CH:23][C:22]([O:25][CH3:26])=[C:21]([O:27][CH2:28][CH3:29])[CH:20]=1)[CH2:13][C:14]([N:16]([CH3:18])[CH3:17])=[O:15])[CH2:7]2.[C:30](Cl)(=[O:32])[CH3:31].C(=O)([O-])O.[Na+].C(OCC)(=O)C>O1CCCC1>[C:30]([NH:1][C:2]1[CH:3]=[CH:4][CH:5]=[C:6]2[C:10]=1[C:9](=[O:11])[N:8]([C@@H:12]([C:19]1[CH:24]=[CH:23][C:22]([O:25][CH3:26])=[C:21]([O:27][CH2:28][CH3:29])[CH:20]=1)[CH2:13][C:14]([N:16]([CH3:18])[CH3:17])=[O:15])[CH2:7]2)(=[O:32])[CH3:31] |f:2.3|. Yields the product C(C)(=O)NC=1C=CC=C2CN(C(C12)=O)[C@H](CC(=O)N(C)C)C1=CC(=C(C=C1)OC)OCC ((3R)-3-[7-(acetylamino)-1-oxoisoindolin-2-yl]-3-(3-ethoxy-4-methoxyphenyl)-N,N-dimethylpropanamide). The yield is 56.9%. Solvent: O1CCCC1 (tetrahydrofuran). Reactants: C[C@H]1[C@@H](C(=O)N1S(=O)(=O)O)NC(=O)/C(=N\OC(C)(C)C(=O)O)/C2=CSC(=N2)N (aztreonam), C(CCC)N(CCCC)CCCC (tributylamine), OC1=CC=CC=2NN=NC21 (hydroxybenzotriazole), CN(C)C1=NC=CC=C1 (dimethylaminopyridine), C1(CCCCC1)N=C=NC1CCCCC1 (dicyclohexylcarbodiimide). Run in CN(C=O)C (dimethylformamide). Conditions: time 30 minute. Product: C(=O)(NC1CCCCC1)NC1CCCCC1 (dicyclohexylurea). The yield is 44.8%. RXN SMILES: C[C@@H]1N(S(O)(=O)=O)C(=[O:5])[C@H]1NC(/C(/C1N=C(N)SC=1)=N\OC(C(O)=O)(C)C)=O.C(N(CCCC)CCCC)CCC.OC1C2N=NNC=2C=CC=1.CN(C1C=CC=CN=1)C.[CH:61]1([N:67]=[C:68]=[N:69][CH:70]2[CH2:75][CH2:74][CH2:73][CH2:72][CH2:71]2)[CH2:66][CH2:65][CH2:64][CH2:63][CH2:62]1>CN(C)C=O>[C:68]([NH:67][CH:61]1[CH2:62][CH2:63][CH2:64][CH2:65][CH2:66]1)([NH:69][CH:70]1[CH2:75][CH2:74][CH2:73][CH2:72][CH2:71]1)=[O:5]. Reported procedure: To a solution of aztreonam (2.29 g, 5.27 mmol) in 35 ml dimethylformamide were added tributylamine (0.97 g, 5.27 mmol), hydroxybenzotriazole (0.78 g, 5.79 mmol), dimethylaminopyridine (0.064 g, 0.53 mmol) and dicyclohexylcarbodiimide (1.19 g, 5.79 mmol). After stirring for 30 minutes, the resulting dicyclohexylurea (0.47 g, 40.1%) was filtered off and solution (a) was added to the filtrate. After stirring overnight at room temperature, the mixture was filtered (yielding 0.53 g, 45% of dicyclohex...